Task: describe an organic reaction: reactants, conditions, products, and yield. Dataset: the Open Reaction Database (ORD), a public repository of structured organic reaction records Starting materials: Cl (hydrogen chloride), NC1=NNC(=C1)C1CC1 (3-amino-5-cyclopropyl-1H-pyrazole), OC1=NC(=NC(=C1)C)N1C(CCC1)C1=CC(=NO1)C1=NC=CC=C1 (4-hydroxy-6-methyl-2-[2-{3-(pyrid-2-yl)isoxazol-5-yl}pyrrolidin-1-yl]pyrimidine). The solvent is O1CCOCC1 (dioxane), P(=O)(Cl)(Cl)Cl (phosphoryl chloride), CN1CCCC1=O (NMP). Reaction conditions: temperature 70 celsius. The product is C1(CC1)C1=CC(=NN1)NC1=NC(=NC(=C1)C)N1C(CCC1)C1=CC(=NO1)C1=NC=CC=C1 (4-(5-Cycloprop-yl-1H-pyrazol-3-ylamino)-6-methyl-2-[2-{3-(pyrid-2-yl)isoxazol-5-yl}pyrrolidin-1-yl]pyrimidine). Yield: 37.6%. RXN SMILES: O[C:2]1[CH:7]=[C:6]([CH3:8])[N:5]=[C:4]([N:9]2[CH2:13][CH2:12][CH2:11][CH:10]2[C:14]2[O:18][N:17]=[C:16]([C:19]3[CH:24]=[CH:23][CH:22]=[CH:21][N:20]=3)[CH:15]=2)[N:3]=1.[NH2:25][C:26]1[CH:30]=[C:29]([CH:31]2[CH2:33][CH2:32]2)[NH:28][N:27]=1.Cl>P(Cl)(Cl)(Cl)=O.O1CCOCC1.CN1C(=O)CCC1>[CH:31]1([C:29]2[NH:28][N:27]=[C:26]([NH:25][C:2]3[CH:7]=[C:6]([CH3:8])[N:5]=[C:4]([N:9]4[CH2:13][CH2:12][CH2:11][CH:10]4[C:14]4[O:18][N:17]=[C:16]([C:19]5[CH:24]=[CH:23][CH:22]=[CH:21][N:20]=5)[CH:15]=4)[N:3]=3)[CH:30]=2)[CH2:33][CH2:32]1. Reported procedure: A mixture of 4-hydroxy-6-methyl-2-[2-{3-(pyrid-2-yl)isoxazol-5-yl}pyrrolidin-1-yl]pyrimidine (Method 30) (200 mg, 0.62 mmol) in phosphoryl chloride (7 ml) was heated at 70° C., under nitrogen for 30 minutes. The volatiles were removed by evaporation and the residue dissolved in DCM, washed with saturated sodium hydrogen carbonate solution, dried (MgSO4) and the solvent removed by evaporation. The crude product was then treated as described in Example 12, with 3-amino-5-cyclopropyl-1H-pyrazole (M... Reactants: ClC=1C=C(C=CC1)C1=CC(=NN1C1=CC(=CC=C1)C#N)C(=O)OCC (Ethyl 5-(3-chlorophenyl)-1-(3-cyanophenyl)-1H-pyrazole-3-carboxylate), ClC=1C=C(C=CC1F)N1N=C(C=C1C1=CC(=CC(=C1)F)Cl)C(=O)O (1-(3-Chloro-4-fluorophenyl)-5-(3-chloro-5-fluorophenyl)-1H-pyrazole-3-carboxylic acid). Run at time 6 hour. Yields the product ClC=1C=C(C=CC1)C1=CC(=NN1C1=CC(=CC=C1)C#N)C(=O)O (5-(3-Chlorophenyl)-1-(3-cyanophenyl)-1H-pyrazole-3-carboxylic acid). As a reaction SMILES: [Cl:1][C:2]1[CH:3]=[C:4]([C:8]2[N:12]([C:13]3[CH:18]=[CH:17][CH:16]=[C:15]([C:19]#[N:20])[CH:14]=3)[N:11]=[C:10]([C:21]([O:23]CC)=[O:22])[CH:9]=2)[CH:5]=[CH:6][CH:7]=1.ClC1C=C(N2C(C3C=C(F)C=C(Cl)C=3)=CC(C(O)=O)=N2)C=CC=1F>>[Cl:1][C:2]1[CH:3]=[C:4]([C:8]2[N:12]([C:13]3[CH:18]=[CH:17][CH:16]=[C:15]([C:19]#[N:20])[CH:14]=3)[N:11]=[C:10]([C:21]([OH:23])=[O:22])[CH:9]=2)[CH:5]=[CH:6][CH:7]=1. Procedure details: The preparation of the title compound takes place starting from the compound of Example 61A in analogy to the synthesis of the compound of Example 71A but with stiffing for 6 hours. 470 mg of the title compound with 77% purity are obtained. Reactants: FS(=O)(=O)OC (Methyl fluorosulfonate), COC1=NSC=C1 (3-methoxyisothiazole). Conditions: time 30 minute. The product is FS(=O)(=O)[O-].COC1=[N+](SC=C1)C (3-methoxy-2-methylisothiazolium fluorosulfonate). Yield: 89.0%. RXN SMILES: [F:1][S:2]([O:5][CH3:6])(=[O:4])=[O:3].[CH3:7][O:8][C:9]1[CH:13]=[CH:12][S:11][N:10]=1>>[F:1][S:2]([O-:5])(=[O:4])=[O:3].[CH3:7][O:8][C:9]1[CH:13]=[CH:12][S:11][N+:10]=1[CH3:6] |f:2.3|. Reported procedure: Methyl fluorosulfonate (6 ml) was added dropwise to 5.4 g (0.046 mol) of 3-methoxyisothiazole (exothermic reaction). After stirring for 30 min., the resulting solid was washed with ether to yield 9.3 g (89%) of 3-methoxy-2-methylisothiazolium fluorosulfonate, mp 120°-123° C. The reactants are CCCC(=O)C1=C(O)CC(c2c(C)cc(C)c(C=O)c2C)CC1=O, O=CO, Cl, NO, O. Yields the product CCCC(=O)C1=C(O)CC(c2c(C)cc(C)c(C#N)c2C)CC1=O. As a reaction SMILES: [C:1]([CH2:2][CH2:3][CH3:4])(=[O:5])[C:6]1=[C:11]([OH:12])[CH2:10][CH:9]([c:13]2[c:14]([CH3:23])[c:15]([CH:21]=[O:22])[c:16]([CH3:20])[cH:17][c:18]2[CH3:19])[CH2:8][C:7]1=[O:24].[CH:28]([OH:29])=[O:30].[ClH:25].[NH2:26][OH:27].[OH2:31]>>[C:1]([CH2:2][CH2:3][CH3:4])(=[O:5])[C:6]1=[C:11]([OH:12])[CH2:10][CH:9]([c:13]2[c:14]([CH3:23])[c:15]([C:21]#[N:26])[c:16]([CH3:20])[cH:17][c:18]2[CH3:19])[CH2:8][C:7]1=[O:24].